Dataset: the Open Reaction Database (ORD), a public repository of structured organic reaction records. Task: describe an organic reaction: reactants, conditions, products, and yield The reactants are OC(C)(C)C=1N=C(NC1C(=O)OCCC)COCCC (propyl 4-(1-hydroxy-1-methylethyl)-2-propoxymethylimidazole-5-carboxylate), CC(C)([O-])C.[K+] (potassium t-butoxide), C(C1=CC=CC=C1)(C1=CC=CC=C1)(C1=CC=CC=C1)N1N=NN=C1C1=C(C=CC=C1)C1=CC=C(CBr)C=C1 (4-[2-(trityltetrazol-5-yl)phenyl]benzyl bromide). Product: OC(C)(C)C=1N=C(N(C1C(=O)OCCC)CC1=CC=C(C=C1)C1=C(C=CC=C1)C1=NN=NN1C(C1=CC=CC=C1)(C1=CC=CC=C1)C1=CC=CC=C1)COCCC (Propyl 4-(1-hydroxy-1-methylethyl)-2-propoxymethyl-1-{4-[2-(trityltetrazol-5-yl)phenyl]phenyl}methylimidazole-5-carboxylate). Isolated yield 78.1%. RXN SMILES: [OH:1][C:2]([C:5]1[N:6]=[C:7]([CH2:16][O:17][CH2:18][CH2:19][CH3:20])[NH:8][C:9]=1[C:10]([O:12][CH2:13][CH2:14][CH3:15])=[O:11])([CH3:4])[CH3:3].CC(C)([O-])C.[K+].[C:27]([N:46]1[C:50]([C:51]2[CH:56]=[CH:55][CH:54]=[CH:53][C:52]=2[C:57]2[CH:64]=[CH:63][C:60]([CH2:61]Br)=[CH:59][CH:58]=2)=[N:49][N:48]=[N:47]1)([C:40]1[CH:45]=[CH:44][CH:43]=[CH:42][CH:41]=1)([C:34]1[CH:39]=[CH:38][CH:37]=[CH:36][CH:35]=1)[C:28]1[CH:33]=[CH:32][CH:31]=[CH:30][CH:29]=1>>[OH:1][C:2]([C:5]1[N:6]=[C:7]([CH2:16][O:17][CH2:18][CH2:19][CH3:20])[N:8]([CH2:61][C:60]2[CH:59]=[CH:58][C:57]([C:52]3[CH:53]=[CH:54][CH:55]=[CH:56][C:51]=3[C:50]3[N:46]([C:27]([C:40]4[CH:45]=[CH:44][CH:43]=[CH:42][CH:41]=4)([C:34]4[CH:35]=[CH:36][CH:37]=[CH:38][CH:39]=4)[C:28]4[CH:33]=[CH:32][CH:31]=[CH:30][CH:29]=4)[N:47]=[N:48][N:49]=3)=[CH:64][CH:63]=2)[C:9]=1[C:10]([O:12][CH2:13][CH2:14][CH3:15])=[O:11])([CH3:4])[CH3:3] |f:1.2|. Reported procedure: Following a procedure similar to that described in Example 82(a), but using 189 mg of propyl 4-(1-hydroxy-1-methylethyl)-2-propoxymethylimidazole-5-carboxylate [prepared as described in Preparation 45(iii)], 78 mg of potassium t-butoxide and 445 mg of 4-[2-(trityltetrazol-5-yl)phenyl]benzyl bromide as starting materials and then purifying the product by column chromatography through silica gel using a 1:1 mixture of hexane and ethyl acetate as the eluent, 395 mg of the title compound were obtain... Reactants: CCCC[N+](CCCC)(CCCC)CCCC, CN1CCCN(C)C1=O, CC(C)(CCCl)NC(=O)OC(C)(C)C, Cc1nc(-c2cc(F)cc(F)c2)n[nH]1, [H-], [I-], [Na+]. The product is Cc1nc(-c2cc(F)cc(F)c2)nn1CCC(C)(C)NC(=O)OC(C)(C)C. As a reaction SMILES: [CH2:41]([N+:42]([CH2:43][CH2:44][CH2:45][CH3:46])([CH2:47][CH2:48][CH2:49][CH3:50])[CH2:51][CH2:52][CH2:53][CH3:54])[CH2:55][CH2:56][CH3:57].[CH3:31][N:32]1[CH2:33][CH2:34][CH2:35][N:36]([CH3:37])[C:38]1=[O:39].[Cl:17][CH2:18][CH2:19][C:20]([CH3:21])([CH3:22])[NH:23][C:24]([O:25][C:26]([CH3:27])([CH3:28])[CH3:29])=[O:30].[F:1][c:2]1[cH:3][c:4](-[c:9]2[n:10][nH:11][c:12]([CH3:14])[n:13]2)[cH:5][c:6]([F:8])[cH:7]1.[H-:15].[I-:40].[Na+:16]>>[F:1][c:2]1[cH:3][c:4](-[c:9]2[n:10][n:11]([CH2:18][CH2:19][C:20]([CH3:21])([CH3:22])[NH:23][C:24]([O:25][C:26]([CH3:27])([CH3:28])[CH3:29])=[O:30])[c:12]([CH3:14])[n:13]2)[cH:5][c:6]([F:8])[cH:7]1. Reactants: C[Mg]Br (Methyl magnesium bromide), solution, C(#N)C1=NC=CC(=N1)OCC(F)(F)F (2-cyano-4-(2,2,2-trifluoroethoxy)-pyrimidine), Cl (hydrochloric acid), C([O-])(O)=O.[Na+] (sodium bicarbonate), O (water). Solvent: CCOCC (ether), C1CCOC1 (THF). Run at temperature -40 celsius, time 2 hour. Product: C(C)(=O)C1=NC=CC(=N1)OCC(F)(F)F (2-acetyl-4-(2,2,2-trifluoroethoxy)-pyrimidine). Isolated yield 88.0%. Reaction SMILES: C[Mg]Br.[C:4]([C:6]1[N:11]=[C:10]([O:12][CH2:13][C:14]([F:17])([F:16])[F:15])[CH:9]=[CH:8][N:7]=1)#N.Cl.[C:19](=O)(O)[O-].[Na+].[OH2:24]>CCOCC.C1COCC1>[C:4]([C:6]1[N:11]=[C:10]([O:12][CH2:13][C:14]([F:17])([F:16])[F:15])[CH:9]=[CH:8][N:7]=1)(=[O:24])[CH3:19] |f:3.4|. Reported procedure: Methyl magnesium bromide (115 ml of a 3.0M solution in ether) was added to 2-cyano-4-(2,2,2-trifluoroethoxy)-pyrimidine (70.0 g) in THF (300 ml) at -40° C. After the addition it was stirred for 11/2 hours at -40° C. then treated with water (50 ml), followed by enough 2M hydrochloric acid to make the reaction mixture just acid, this was stirred for 11/2 hours and then neutralised with sodium bicarbonate, and extracted with ether (3×300 ml). The combined ether extracts were dried and concentrated ...